Dataset: the Open Reaction Database (ORD), a public repository of structured organic reaction records. Task: describe an organic reaction: reactants, conditions, products, and yield RXN SMILES: C([N:4]([C:15]1[CH:20]=[CH:19][CH:18]=[C:17]([N:21]2[CH:25]=[CH:24][N:23]=[CH:22]2)[CH:16]=1)[C:5]1[CH:10]=[CH:9][C:8](I)=[CH:7][C:6]=1[N+:12]([O-:14])=[O:13])(=O)C.[O:26]1[CH:30]=[CH:29][CH:28]=[C:27]1B(O)O>>[N:21]1([C:17]2[CH:16]=[C:15]([NH:4][C:5]3[CH:10]=[CH:9][C:8]([C:27]4[O:26][CH:30]=[CH:29][CH:28]=4)=[CH:7][C:6]=3[N+:12]([O-:14])=[O:13])[CH:20]=[CH:19][CH:18]=2)[CH:25]=[CH:24][N:23]=[CH:22]1. Reported procedure: N-(3-(1-Imidazolyl)phenyl)-4-(2-furanyl)-2-nitroaniline (7o) was prepared analogously from 6c (Example 8) and 2-furanylboronic acid. Yield: 77%. Mp 147-149° C. Isolated yield 77.0%. Starting materials: C(C)(=O)N(C1=C(C=C(C=C1)I)[N+](=O)[O-])C1=CC(=CC=C1)N1C=NC=C1 (N-Acetyl N-(3-(1-imidazolyl)phenyl)-2-nitro-4-iodoaniline), O1C(=CC=C1)B(O)O (2-furanylboronic acid). Product: N1(C=NC=C1)C=1C=C(C=CC1)NC1=C(C=C(C=C1)C=1OC=CC1)[N+](=O)[O-] (N-(3-(1-Imidazolyl)phenyl)-4-(2-furanyl)-2-nitroaniline). Starting materials: COc1ccc(NS(=O)(=O)c2c(F)c(F)c(F)c(Br)c2F)cc1, CO. The product is COc1ccc(NS(=O)(=O)c2c(F)cc(F)c(F)c2F)cc1. RXN SMILES: [Br:1][c:2]1[c:3]([F:23])[c:4]([S:11](=[O:12])(=[O:13])[NH:14][c:15]2[cH:16][cH:17][c:18]([O:21][CH3:22])[cH:19][cH:20]2)[c:5]([F:10])[c:6]([F:9])[c:7]1[F:8].[CH3:24][OH:25]>>[cH:2]1[c:3]([F:23])[c:4]([S:11](=[O:12])(=[O:13])[NH:14][c:15]2[cH:16][cH:17][c:18]([O:21][CH3:22])[cH:19][cH:20]2)[c:5]([F:10])[c:6]([F:9])[c:7]1[F:8]. The yield is 70.1%. RXN SMILES: C([O:3][C:4](=O)[C:5](Br)=[C:6](Br)[C:7]1[CH:12]=[CH:11][C:10]([CH:13]([CH3:15])[CH3:14])=[CH:9][CH:8]=1)C.Cl.[NH2:20][OH:21].[OH-].[Na+]>>[OH:3][C:4]1[CH:5]=[C:6]([C:7]2[CH:12]=[CH:11][C:10]([CH:13]([CH3:15])[CH3:14])=[CH:9][CH:8]=2)[O:21][N:20]=1 |f:1.2,3.4|. Reactants: C(C)OC(C(=C(C1=CC=C(C=C1)C(C)C)Br)Br)=O (α,β-Dibromo-4-isopropylcinnamic acid ethyl ester), Cl.NO (hydroxylamine hydrochloride), [OH-].[Na+] (sodium hydroxide). Yields the product OC1=NOC(=C1)C1=CC=C(C=C1)C(C)C (3-Hydroxy-5-(4-isopropylphenyl)isoxazole). Procedure details: α,β-Dibromo-4-isopropylcinnamic acid ethyl ester (9.5 g), hydroxylamine hydrochloride (2.2 g) and sodium hydroxide (5.2 g) were subjected to reaction and post-treatment in a similar manner to that described in Reference example 10(c) to obtain the title compound (3.6 g, 71%) as colorless crystals. The reactants are solution, Cl (hydrochloric acid), O(C1=CC=CC=C1)CC1=C(C=CC=C1)C1=CN=C(S1)NC([C@H](CCC)NC(OC(C)(C)C)=O)=O (tert-butyl(1S)-2-[(5-{2-[(phenoxy)-methyl]phenyl}-1,3-thiazol-2-yl)amino]-1-propyl-2-oxoethylcarbamate). Solvent: C(C)(=O)OCC (ethyl acetate), C(C)(=O)OCC (ethyl acetate). Reaction conditions: temperature 20 celsius, time 18 hour. Product: Cl.N[C@H](C(=O)NC=1SC(=CN1)C1=C(C=CC=C1)COC1=CC=CC=C1)CCC ((2S)-2-amino-N-(5-{2-[(phenoxy)methyl]phenyl}-1,3-thiazol-2-yl)pentanamide hydrochloride). RXN SMILES: [ClH:1].[O:2]([CH2:9][C:10]1[CH:15]=[CH:14][CH:13]=[CH:12][C:11]=1[C:16]1[S:20][C:19]([NH:21][C:22](=[O:35])[C@@H:23]([NH:27]C(=O)OC(C)(C)C)[CH2:24][CH2:25][CH3:26])=[N:18][CH:17]=1)[C:3]1[CH:8]=[CH:7][CH:6]=[CH:5][CH:4]=1>C(OCC)(=O)C>[ClH:1].[NH2:27][C@@H:23]([CH2:24][CH2:25][CH3:26])[C:22]([NH:21][C:19]1[S:20][C:16]([C:11]2[CH:12]=[CH:13][CH:14]=[CH:15][C:10]=2[CH2:9][O:2][C:3]2[CH:8]=[CH:7][CH:6]=[CH:5][CH:4]=2)=[CH:17][N:18]=1)=[O:35] |f:3.4|. Procedure details: 25 ml of a solution of gaseous hydrochloric acid (4.5 M) in ethyl acetate are added dropwise at 0° C. to 5 g of tert-butyl(1S)-2-[(5-{2-[(phenoxy)-methyl]phenyl}-1,3-thiazol-2-yl)amino]-1-propyl-2-oxoethylcarbamate, obtained in step 1.6, in solution in 60 ml of ethyl acetate. The mixture is stirred for 18 hours at 20° C. The precipitate formed is filtered, rinsed twice with diethyl ether and dried to give 3 g of a white solid. Reactants: ClC1=CC=C(C(=O)C=2C(=C(C=CC2)CCCC(=O)O)C)C=C1 (4-(3'-p-chlorobenzoyl-2'-methyl-phenyl)-butyric acid), S(=O)(Cl)Cl (thionyl chloride). Yields the product ClC1=CC=C(C(=O)C=2C(=C(C=CC2)CCCC(=O)Cl)C)C=C1 (4-(3'-p-chlorobenzoyl-2'-methyl-phenyl)-butyric acid chloride). As a reaction SMILES: [Cl:1][C:2]1[CH:22]=[CH:21][C:5]([C:6]([C:8]2[C:9]([CH3:20])=[C:10]([CH2:14][CH2:15][CH2:16][C:17](O)=[O:18])[CH:11]=[CH:12][CH:13]=2)=[O:7])=[CH:4][CH:3]=1.S(Cl)([Cl:25])=O>>[Cl:1][C:2]1[CH:22]=[CH:21][C:5]([C:6]([C:8]2[C:9]([CH3:20])=[C:10]([CH2:14][CH2:15][CH2:16][C:17]([Cl:25])=[O:18])[CH:11]=[CH:12][CH:13]=2)=[O:7])=[CH:4][CH:3]=1. Reported procedure: A mixture of 8 g of 4-(3'-p-chlorobenzoyl-2'-methyl-phenyl)-butyric acid (Example V) and 80 ml of thionyl chloride was refluxed for 45 minutes and after removal of excess thionyl chloride under reduced pressure, 60 ml of benzene were added thereto. The traces of thionyl chloride were removed by entrainment with benzene. This operation was repeated 3 times. The residue was taken up in tetra-hydrofuran to obtain a solution of 4-(3'-p-chlorobenzoyl-2'-methyl-phenyl)-butyric acid chloride which was ... Starting materials: COC(=O)C(c1ccccc1Cl)N1CCc2sccc2C1, CS(=O)(=O)O, CC(C)=O. Product: COC(=O)C(c1ccccc1Cl)N1CCc2sccc2C1, CS(=O)(=O)O. RXN SMILES: [CH3:1][O:2][C:3](=[O:4])[CH:5]([N:6]1[CH2:7][CH2:8][c:9]2[s:10][cH:11][cH:12][c:13]2[CH2:14]1)[c:15]1[cH:16][cH:17][cH:18][cH:19][c:20]1[Cl:21].[CH3:22][S:23]([OH:24])(=[O:25])=[O:26].[CH3:27][C:28](=[O:29])[CH3:30]>>[CH3:1][O:2][C:3](=[O:4])[CH:5]([N:6]1[CH2:7][CH2:8][c:9]2[s:10][cH:11][cH:12][c:13]2[CH2:14]1)[c:15]1[cH:16][cH:17][cH:18][cH:19][c:20]1[Cl:21].[CH3:22][S:23](=[O:24])(=[O:25])[OH:26]. Starting materials: C(C1=CC=CC=C1)OC1=CC(N(C=C1)CC(=O)C1=CC=C(C=C1)CO)=O (4-Benzyloxy-1-[2-(4-hydroxymethyl-phenyl)-2-oxo-ethyl]-1H-pyridin-2-one), C(C1=CC=CC=C1)OC1=CC(NC=N1)=O (6-benzyloxy-3H-pyrimidin-4-one), BrCC(=O)C1=CC=C(C=C1)CO (2-Bromo-1-(4-hydroxymethyl-phenyl)-ethanone). Yields the product C(C1=CC=CC=C1)OC1=CC(N(C=N1)CC(=O)C1=CC=C(C=C1)CO)=O (6-Benzyloxy-3-[2-(4-hydroxymethyl-phenyl)-2-oxo-ethyl]-3H-pyrimidin-4-one). Reaction SMILES: [CH2:1]([O:8][C:9]1C=[CH:13][N:12]([CH2:15][C:16]([C:18]2[CH:23]=[CH:22][C:21]([CH2:24][OH:25])=[CH:20][CH:19]=2)=[O:17])[C:11](=[O:26])[CH:10]=1)[C:2]1[CH:7]=[CH:6][CH:5]=[CH:4][CH:3]=1.C(OC1N=C[NH:38]C(=O)C=1)C1C=CC=CC=1.BrCC(C1C=CC(CO)=CC=1)=O>>[CH2:1]([O:8][C:9]1[N:38]=[CH:13][N:12]([CH2:15][C:16]([C:18]2[CH:23]=[CH:22][C:21]([CH2:24][OH:25])=[CH:20][CH:19]=2)=[O:17])[C:11](=[O:26])[CH:10]=1)[C:2]1[CH:7]=[CH:6][CH:5]=[CH:4][CH:3]=1. Reported procedure: 6-Benzyloxy-3-[2-(4-hydroxymethyl-phenyl)-2-oxo-ethyl]-3H-pyrimidin-4-one is prepared following preparation 15b from 1.50 g (7.42 mmol) 6-benzyloxy-3H-pyrimidin-4-one and 1.87 g (8.16 mmol) 2-bromo-1-(4-hydroxymethyl-phenyl)-ethanone (preparation 15a).